Dataset: the Open Reaction Database (ORD), a public repository of structured organic reaction records. Task: describe an organic reaction: reactants, conditions, products, and yield The reactants are CO[C@H]1[C@@H](O[C@@H]([C@H]1O)CO)N1C=NC=2C(=O)NC(N)=NC12 (2'-O-methylguanosine), C[Si](C)(C)Cl (trimethylsilyl chloride), C(C(C)C)(=O)Cl (isobutyryl chloride), [NH4+].[OH-] (NH4OH). The solvent is N1=CC=CC=C1 (pyridine), O (H2O). Reaction conditions: time 20 minute. Yields the product C(C(C)C)(=O)NC=1NC(C=2N=CN([C@H]3[C@H](OC)[C@H](O)[C@@H](CO)O3)C2N1)=O (N2-Isobutyryl-2'-O-methylguanosine). As a reaction SMILES: [CH3:1][O:2][C@@H:3]1[C@H:7]([OH:8])[C@@H:6]([CH2:9][OH:10])[O:5][C@H:4]1[N:11]1[C:21]2[N:20]=[C:18]([NH2:19])[NH:17][C:15](=[O:16])[C:14]=2[N:13]=[CH:12]1.C[Si](Cl)(C)C.[C:27](Cl)(=[O:31])[CH:28]([CH3:30])[CH3:29].[NH4+].[OH-]>N1C=CC=CC=1.O>[C:27]([NH:19][C:18]1[NH:17][C:15](=[O:16])[C:14]2[N:13]=[CH:12][N:11]([C:21]=2[N:20]=1)[C@@H:4]1[O:5][C@H:6]([CH2:9][OH:10])[C@@H:7]([OH:8])[C@H:3]1[O:2][CH3:1])(=[O:31])[CH:28]([CH3:30])[CH3:29] |f:3.4|. Procedure: 2'-O-methylguanosine (3.5 g) in pyridine (100 ml) was treated with trimethylsilyl chloride (9 ml, 6 eq) and isobutyryl chloride (6.2 ml) at RT for 4 hr. The reaction mixture was cooled in an ice bath, H2O (20 ml) was added and stirring continued for an additional 20 min. NH4OH (20 ml) was added and after stirring for 30 min the reaction mixture was evaporated. The residue was triturated with H2O, filtered and the filtrate evaporated and purified by silica gel chromatography as per the procedure ... The reactants are FC(C1=CC(=NC=2N1N=CC2C(=O)O)C2=CC=C(C=C2)C(F)(F)F)(F)F (7-trifluoromethyl-5-(4-trifluoromethyl-phenyl)-pyrazolo[1,5-a]pyrimidine-3-carboxylic acid), ClC1=C(C=C(S1)S(=O)(=O)N1CC(CC1)O)[N+](=O)[O-] ((RS)-1-(5-chloro-4-nitro-thiophene-2-sulfonyl)-pyrrolidin-3-ol). The product is ClC=1SC(=CC1NC(=O)C=1C=NN2C1N=C(C=C2C(F)(F)F)C2=CC=C(C=C2)C(F)(F)F)S(=O)(=O)N2CC(CC2)O (7-Trifluoromethyl-5-(4-trifluoromethyl-phenyl)-pyrazolo[1,5-a]pyrimidine-3-carboxylic acid [(RS)-2-chloro-5-(3-hydroxy-pyrrolidine-1-sulfonyl)-thiophen-3-yl]-amide). As a reaction SMILES: [F:1][C:2]([F:26])([F:25])[C:3]1[N:8]2[N:9]=[CH:10][C:11]([C:12](O)=[O:13])=[C:7]2[N:6]=[C:5]([C:15]2[CH:20]=[CH:19][C:18]([C:21]([F:24])([F:23])[F:22])=[CH:17][CH:16]=2)[CH:4]=1.[Cl:27][C:28]1[S:32][C:31]([S:33]([N:36]2[CH2:40][CH2:39][CH:38]([OH:41])[CH2:37]2)(=[O:35])=[O:34])=[CH:30][C:29]=1[N+:42]([O-])=O>>[Cl:27][C:28]1[S:32][C:31]([S:33]([N:36]2[CH2:40][CH2:39][CH:38]([OH:41])[CH2:37]2)(=[O:35])=[O:34])=[CH:30][C:29]=1[NH:42][C:12]([C:11]1[CH:10]=[N:9][N:8]2[C:3]([C:2]([F:26])([F:25])[F:1])=[CH:4][C:5]([C:15]3[CH:20]=[CH:19][C:18]([C:21]([F:24])([F:22])[F:23])=[CH:17][CH:16]=3)=[N:6][C:7]=12)=[O:13]. Procedure details: The title compound was prepared from 7-trifluoromethyl-5-(4-trifluoromethyl-phenyl)-pyrazolo[1,5-a]pyrimidine-3-carboxylic acid (example C.1) and (RS)-1-(4-amino-5-chloro-thiophene-2-sulfonyl)-pyrrolidin-3-ol-(example B.18) according to general procedure II. Yellow solid. MS (ISP) 640.2 [(M+H)+]; mp 270° C. Solvent: O (water), CO (methanol). Product: ClC1=CC=C(C=C2C(C(CC2)(C(=O)OC)C)=O)C=C1 (methyl 3-(4-chlorobenzylidene)-1-methyl-2-oxocylopentanecarboxylate). Procedure: To a solution of 3.4 g of sodium hydroxide in 770 ml of water were added 15 g of methyl 1-methyl-2-oxocylopentanecarboxylate (prepared in Reference Example 1 hereinafter) and a solution of 13.5 g of 4-chlorobenzaldehyde in 800 ml of methanol, and the mixture was stirred for 5 hours at room temperature. The reaction mixture was neutralized with diluted hydrochloric acid and the solvent was evaporated under reduced pressure. The residue was extracted with ethyl acetate. The organic layer was washe... Starting materials: [OH-].[Na+] (sodium hydroxide), CC1(C(CCC1)=O)C(=O)OC (methyl 1-methyl-2-oxocylopentanecarboxylate), ClC1=CC=C(C=O)C=C1 (4-chlorobenzaldehyde), Cl (hydrochloric acid). RXN SMILES: [OH-].[Na+].[CH3:3][C:4]1([C:10]([O:12][CH3:13])=[O:11])[CH2:8][CH2:7][CH2:6][C:5]1=[O:9].[Cl:14][C:15]1[CH:22]=[CH:21][C:18]([CH:19]=O)=[CH:17][CH:16]=1.Cl>O.CO>[Cl:14][C:15]1[CH:22]=[CH:21][C:18]([CH:19]=[C:6]2[CH2:7][CH2:8][C:4]([CH3:3])([C:10]([O:12][CH3:13])=[O:11])[C:5]2=[O:9])=[CH:17][CH:16]=1 |f:0.1|.